Dataset: the Open Reaction Database (ORD), a public repository of structured organic reaction records. Task: describe an organic reaction: reactants, conditions, products, and yield The reactants are COC1=C2C=CC=C(C2=CC=C1)C#N (5-methoxynaphthalene-1-carbonitrile), B(Br)(Br)Br (BBr3). The solvent is C(Cl)Cl (DCM), C(Cl)Cl (DCM). The product is OC1=C2C=CC=C(C2=CC=C1)C#N (5-Hydroxynaphthalene-1-carbonitrile). As a reaction SMILES: C[O:2][C:3]1[CH:12]=[CH:11][CH:10]=[C:9]2[C:4]=1[CH:5]=[CH:6][CH:7]=[C:8]2[C:13]#[N:14].B(Br)(Br)Br>C(Cl)Cl>[OH:2][C:3]1[CH:12]=[CH:11][CH:10]=[C:9]2[C:4]=1[CH:5]=[CH:6][CH:7]=[C:8]2[C:13]#[N:14]. Procedure: To a solution of 5-methoxynaphthalene-1-carbonitrile (Preparation 11) (880 mg, 4.80 mmol) in DCM (10 mL) under argon at 0° C. was added 1M BBr3 solution in DCM (12.5 mL). After 10 min the mixture was maintained at rt for 4 h. The mixture was partitioned between NaHCO3 solution and EtOAc, the organic phase was washed with 1M HCl, brine and dried (MgSO4). Solvent was removed in vacuo and the residue purified by column chromatography (isohexane:EtOAc, 2:1) to give the title compound: δH (CD3OD): 6....